This data is from the Open Reaction Database (ORD), a public repository of structured organic reaction records. The task is: describe an organic reaction: reactants, conditions, products, and yield Starting materials: BrCC(=O)OCC (ethyl bromoacetate), C(C1=CC=CC=C1)NCCO (N-benzyl ethanolamine), [H-].[Na+] (sodium hydride), O (water). Solvent: C1(=CC=CC=C1)C (toluene), C1(=CC=CC=C1)C (toluene), C1(=CC=CC=C1)C (toluene). Yields the product C(C1=CC=CC=C1)N1C(COCC1)=O (N-benzyl morpholin-3-one). RXN SMILES: [CH2:1]([NH:8][CH2:9][CH2:10][OH:11])[C:2]1[CH:7]=[CH:6][CH:5]=[CH:4][CH:3]=1.[H-].[Na+].Br[CH2:15][C:16](OCC)=O.[OH2:21]>C1(C)C=CC=CC=1>[CH2:1]([N:8]1[CH2:16][CH2:15][O:11][CH2:10][C:9]1=[O:21])[C:2]1[CH:7]=[CH:6][CH:5]=[CH:4][CH:3]=1 |f:1.2|. Reported procedure: A solution of N-benzyl ethanolamine (60.4 g, 0.40 mol) in toluene (400 ml) was added over a period of 1 hour to a mechanically stirred suspension of sodium hydride (60% dispersion in mineral oil, 17.6 g, 0.44 mol) in toluene (800 ml). The reaction was heated under reflux for 2 hours before being cooled to room temperature and a solution of ethyl bromoacetate (44.4 ml, 0.40 mol) in toluene (600 ml) added over a period of 30 minutes. The reaction was then heated under reflux for 15 hours before be... Reactants: COC1=NS(N=C1OC)=O (3,4-dimethoxy-1,2,5-thiadiazole 1-oxide), N(C(=N)N)C=1SC=C(N1)CCCCN (4-(2-guanidinothiazol-4-yl)butylamine), N (ammonia). Product: NC1=NS(N=C1NCCCCC=1N=C(SC1)NC(=N)N)=O (3-Amino-4-[4-(2-guanidinothiazol-4-yl)butylamino]-1,2,5-thiadiazole 1-oxide). Reaction SMILES: CO[C:3]1[C:7](OC)=[N:6][S:5](=[O:10])[N:4]=1.[NH:11]([C:15]1[S:16][CH:17]=[C:18]([CH2:20][CH2:21][CH2:22][CH2:23][NH2:24])[N:19]=1)[C:12]([NH2:14])=[NH:13].[NH3:25]>>[NH2:25][C:3]1[C:7]([NH:24][CH2:23][CH2:22][CH2:21][CH2:20][C:18]2[N:19]=[C:15]([NH:11][C:12]([NH2:14])=[NH:13])[S:16][CH:17]=2)=[N:6][S:5](=[O:10])[N:4]=1. Procedure: When a methanolic solution of 3,4-dimethoxy-1,2,5-thiadiazole 1-oxide is successively treated with 4-(2-guanidinothiazol-4-yl)butylamine [prepared according to the procedure described in U.S. Pat. No. 4,165,377] and excess anhydrous ammonia according to the general procedure described in Example 35, the title compound is thereby produced.